This data is from the Open Reaction Database (ORD), a public repository of structured organic reaction records. The task is: describe an organic reaction: reactants, conditions, products, and yield Reactants: C(C)(C)(C)OC(NC1CCC(CC1)NC1=NC=C2C(=N1)NN=C2C2=NC(=NC=C2)S(=O)C)=O ({4-[3-(2-Methanesulfinyl-pyrimidin-4-yl)-1H-pyrazolo[3,4-d]pyrimidin-6-ylamino]-cyclohexyl}-carbamic acid tert-butyl ester), C(C)(C)(C)OC(NCCC(C1=CC=CC=C1)N)=O ((3-amino-3-phenyl-propyl)-carbamic acid tert-butyl ester). Reaction conditions: temperature 140 celsius, time 2 hour. Product: C(C)(C)(C)OC(NC1CCC(CC1)NC1=NC=C2C(=N1)NN=C2C2=NC(=NC=C2)NC(CCNC(=O)OC(C)(C)C)C2=CC=CC=C2)=O ((4-{3-[2-(3-tert-butoxycarbonylamino-1-phenyl-propylamino)-pyrimidin-4-yl]-1H-pyrazolo[3,4-d]pyrimidin-6-ylamino}-cyclohexyl)-carbamic acid tert-butyl ester). The yield is 7.1%. RXN SMILES: [C:1]([O:5][C:6](=[O:33])[NH:7][CH:8]1[CH2:13][CH2:12][CH:11]([NH:14][C:15]2[N:20]=[C:19]3[NH:21][N:22]=[C:23]([C:24]4[CH:29]=[CH:28][N:27]=[C:26](S(C)=O)[N:25]=4)[C:18]3=[CH:17][N:16]=2)[CH2:10][CH2:9]1)([CH3:4])([CH3:3])[CH3:2].[C:34]([O:38][C:39](=[O:51])[NH:40][CH2:41][CH2:42][CH:43]([NH2:50])[C:44]1[CH:49]=[CH:48][CH:47]=[CH:46][CH:45]=1)([CH3:37])([CH3:36])[CH3:35]>>[C:1]([O:5][C:6](=[O:33])[NH:7][CH:8]1[CH2:13][CH2:12][CH:11]([NH:14][C:15]2[N:20]=[C:19]3[NH:21][N:22]=[C:23]([C:24]4[CH:29]=[CH:28][N:27]=[C:26]([NH:50][CH:43]([C:44]5[CH:45]=[CH:46][CH:47]=[CH:48][CH:49]=5)[CH2:42][CH2:41][NH:40][C:39]([O:38][C:34]([CH3:37])([CH3:36])[CH3:35])=[O:51])[N:25]=4)[C:18]3=[CH:17][N:16]=2)[CH2:10][CH2:9]1)([CH3:4])([CH3:3])[CH3:2]. Procedure details: The mixture of {4-[3-(2-methanesulfinyl-pyrimidin-4-yl)-1H-pyrazolo[3,4-d]pyrimidin-6-ylamino]-cyclohexyl}-carbamic acid tert-butyl ester (from Example 9 supra) (300 mg, 0.64 mmol) and (3-amino-3-phenyl-propyl)-carbamic acid tert-butyl ester (from Example 2 supra) (635 mg, 2.6 mmol) was heated at 140° C. with stirring for 2 hours. The resulting oil was purified by chromatography (silica gel, dichloromethane:methanol, 50:1) and then further purified by prep-HPLC to afford (4-{3-[2-(3-tert-butoxyc... Reactants: Cn1c(CN2CCC(C(C)(C)O)CC2)nc2c(N3CCOCC3)nc(Cl)nc21, c1ccc(-c2nc3ccccc3[nH]2)cc1. The product is Cn1c(CN2CCC(C(C)(C)O)CC2)nc2c(N3CCOCC3)nc(-n3c(-c4ccccc4)nc4ccccc43)nc21. Reaction SMILES: [Cl:1][c:2]1[n:3][c:4]([N:23]2[CH2:24][CH2:25][O:26][CH2:27][CH2:28]2)[c:5]2[n:6][c:7]([CH2:12][N:13]3[CH2:14][CH2:15][CH:16]([C:19]([CH3:20])([CH3:21])[OH:22])[CH2:17][CH2:18]3)[n:8]([CH3:11])[c:9]2[n:10]1.[c:29]1(-[c:35]2[nH:36][c:37]3[c:38]([n:39]2)[cH:40][cH:41][cH:42][cH:43]3)[cH:30][cH:31][cH:32][cH:33][cH:34]1>>[c:2]1(-[n:36]2[c:35](-[c:29]3[cH:30][cH:31][cH:32][cH:33][cH:34]3)[n:39][c:38]3[c:37]2[cH:43][cH:42][cH:41][cH:40]3)[n:3][c:4]([N:23]2[CH2:24][CH2:25][O:26][CH2:27][CH2:28]2)[c:5]2[n:6][c:7]([CH2:12][N:13]3[CH2:14][CH2:15][CH:16]([C:19]([CH3:20])([CH3:21])[OH:22])[CH2:17][CH2:18]3)[n:8]([CH3:11])[c:9]2[n:10]1.